Dataset: the Open Reaction Database (ORD), a public repository of structured organic reaction records. Task: describe an organic reaction: reactants, conditions, products, and yield Reactants: C(C)(C)(C)OC(=O)NC1=C(C=CC=C1)NC(C1=CC=C(C=C1)C1=CC=NC=C1)=O (N-(2-t-Butoxycarbonylaminophenyl)-4-pyridin-4-ylbenzamide), solution, Cl (hydrogen chloride). The solvent is O1CCOCC1 (dioxane), O1CCOCC1 (1,4-dioxane). Product: NC1=C(C=CC=C1)NC(C1=CC=C(C=C1)C1=CC=NC=C1)=O (N-(2-Aminophenyl)-4-pyridin-4-ylbenzamide), Cl (hydrochloride). Yield: 46.0%. RXN SMILES: C(OC([NH:8][C:9]1[CH:14]=[CH:13][CH:12]=[CH:11][C:10]=1[NH:15][C:16](=[O:29])[C:17]1[CH:22]=[CH:21][C:20]([C:23]2[CH:28]=[CH:27][N:26]=[CH:25][CH:24]=2)=[CH:19][CH:18]=1)=O)(C)(C)C.[ClH:30]>O1CCOCC1>[NH2:8][C:9]1[CH:14]=[CH:13][CH:12]=[CH:11][C:10]=1[NH:15][C:16](=[O:29])[C:17]1[CH:22]=[CH:21][C:20]([C:23]2[CH:24]=[CH:25][N:26]=[CH:27][CH:28]=2)=[CH:19][CH:18]=1.[ClH:30]. Procedure details: N-(2-t-Butoxycarbonylaminophenyl)-4-pyridin-4-ylbenzamide (Method 1; 100 mg, 0.26 mmol), 1,4-dioxane (2 ml) and a 4M solution of hydrogen chloride in dioxane (2 ml) were stirred at ambient temperature for approximately 20 hours. The resultant precipitate was collected by filtration and washed with iso-hexane and diethyl ether and dried in vacuo to give the title compound as its hydrochloride (43 mg, 46%); NMR Spectrum: (DMSO-d6) 7.31 (m, 2H), 7.39 (t, 1H), 7.54 (t, 1H), 8.17 (d, 2H), 8.30 (d, 2H... Starting materials: O=C([O-])O, CCOC(C)=O, CC(C)O, Cc1ccc2c(Cl)nncc2c1I, ClCCl, CC(=O)c1cccc(N)c1, [Na+]. Product: CC(=O)c1cccc(Nc2nncc3c(I)c(C)ccc23)c1. Reaction SMILES: [C:37](=[O:38])([OH:39])[O-:40].[CH3:24][CH2:25][O:26][C:27]([CH3:28])=[O:29].[CH:30]([OH:31])([CH3:32])[CH3:33].[Cl:1][c:2]1[n:3][n:4][cH:5][c:6]2[c:7]([I:13])[c:8]([CH3:12])[cH:9][cH:10][c:11]12.[Cl:34][CH2:35][Cl:36].[NH2:14][c:15]1[cH:16][c:17]([C:21]([CH3:22])=[O:23])[cH:18][cH:19][cH:20]1.[Na+:41]>>[c:2]1([NH:14][c:15]2[cH:16][c:17]([C:21]([CH3:22])=[O:23])[cH:18][cH:19][cH:20]2)[n:3][n:4][cH:5][c:6]2[c:7]([I:13])[c:8]([CH3:12])[cH:9][cH:10][c:11]12. The reactants are CN(C)CCCl, COCCOC, CCOC(C)=O, Cl, [K+], [K+], O=C([O-])[O-], Cc1ccc(NC(=O)OC(C)(C)C)cc1O. The product is Cc1ccc(NC(=O)OC(C)(C)C)cc1OCCN(C)C. Reaction SMILES: [CH3:18][N:19]([CH2:20][CH2:21][Cl:22])[CH3:23].[CH3:30][O:31][CH2:32][CH2:33][O:34][CH3:35].[CH3:36][CH2:37][O:38][C:39]([CH3:40])=[O:41].[ClH:17].[K+:24].[K+:25].[O-:26][C:27]([O-:28])=[O:29].[OH:1][c:2]1[cH:3][c:4]([NH:9][C:10]([O:11][C:12]([CH3:13])([CH3:14])[CH3:15])=[O:16])[cH:5][cH:6][c:7]1[CH3:8]>>[O:1]([c:2]1[cH:3][c:4]([NH:9][C:10]([O:11][C:12]([CH3:13])([CH3:14])[CH3:15])=[O:16])[cH:5][cH:6][c:7]1[CH3:8])[CH2:21][CH2:20][N:19]([CH3:18])[CH3:23]. Starting materials: O=C(Cl)C(=O)Cl, ClCCl, Cl, CN(C)C=O, O=C(O)c1ccccc1CCc1ccccc1. The product is O=Cc1ccccc1CCc1ccccc1. RXN SMILES: [Cl:1][C:2]([C:3]([Cl:4])=[O:5])=[O:6].[Cl:30][CH2:31][Cl:32].[ClH:29].[O:24]=[CH:25][N:26]([CH3:27])[CH3:28].[c:7]1([CH2:16][CH2:17][c:18]2[cH:19][cH:20][cH:21][cH:22][cH:23]2)[c:8]([C:13](=[O:14])[OH:15])[cH:9][cH:10][cH:11][cH:12]1>>[c:7]1([CH2:16][CH2:17][c:18]2[cH:19][cH:20][cH:21][cH:22][cH:23]2)[c:8]([CH:13]=[O:14])[cH:9][cH:10][cH:11][cH:12]1. The reactants are CC(C)(C)C1OC2=C(CN(C1)C(=O)[O-])C=C(C=C2)C=2C=NC(=C(C2)[N+](=O)[O-])N (1,1-dimethylethyl-7-(6-amino-5-nitropyridin-3-yl)-2,3-dihydro-1,4-benzoxazepine-4(5H)-carboxylate), Cl (hydrogen chloride). Solvent: CO (methanol), O1CCOCC1 (dioxane). Run at temperature 50 celsius, time 1.5 hour. The product is Cl.Cl.[N+](=O)([O-])C=1C(=NC=C(C1)C=1C=CC2=C(CNCCO2)C1)N (3-nitro-5-(2,3,4,5-tetrahydro-1,4-benzoxazepin-7-yl)pyridin-2-amine dihydrochloride). Yield: 95.0%. As a reaction SMILES: CC([CH:5]1[CH2:11][N:10](C([O-])=O)[CH2:9][C:8]2[CH:15]=[C:16]([C:19]3[CH:20]=[N:21][C:22]([NH2:28])=[C:23]([N+:25]([O-:27])=[O:26])[CH:24]=3)[CH:17]=[CH:18][C:7]=2[O:6]1)(C)C.[ClH:29]>CO.O1CCOCC1>[ClH:29].[ClH:29].[N+:25]([C:23]1[C:22]([NH2:28])=[N:21][CH:20]=[C:19]([C:16]2[CH:17]=[CH:18][C:7]3[O:6][CH2:5][CH2:11][NH:10][CH2:9][C:8]=3[CH:15]=2)[CH:24]=1)([O-:27])=[O:26] |f:4.5.6|. Procedure details: A mixture of 1,1-dimethylethyl 7-(6-amino-5-nitropyridin-3-yl)-2,3-dihydro-1,4-benzoxazepine-4(5H)-carboxylate (3.5 g, 9.1 mmol, example 26, step 1) in methanol (75 mL) and 4N hydrogen chloride in dioxane (11 mL) was stirred at 50° C. for 1.5 h and then concentrated. The resulting residue was triturated with a 10% methanol in diethyl ether solution (50 mL) to provide 3-nitro-5-(2,3,4,5-tetrahydro-1,4-benzoxazepin-7-yl)pyridin-2-amine dihydrochloride (3.1 g, 95%) as a red solid. 1H NMR (400 MHz, ...